This data is from the Open Reaction Database (ORD), a public repository of structured organic reaction records. The task is: describe an organic reaction: reactants, conditions, products, and yield The reactants are CCOC(=O)c1cccc(Nc2cc(Cl)nc3c(CCCCC#N)cnn23)c1, CN1CCCC1=O, CCOC(C)=O, Nc1cccc(N)c1. The product is CCOC(=O)c1cccc(Nc2cc(Nc3cccc(N)c3)nc3c(CCCCC#N)cnn23)c1. RXN SMILES: [CH2:1]([CH3:2])[O:3][C:4]([c:5]1[cH:6][c:7]([NH:11][c:12]2[cH:13][c:14]([Cl:27])[n:15][c:16]3[n:17]2[n:18][cH:19][c:20]3[CH2:21][CH2:22][CH2:23][CH2:24][C:25]#[N:26])[cH:8][cH:9][cH:10]1)=[O:28].[CH3:37][N:38]1[CH2:39][CH2:40][CH2:41][C:42]1=[O:43].[CH3:44][CH2:45][O:46][C:47]([CH3:48])=[O:49].[NH2:29][c:30]1[cH:31][cH:32][cH:33][c:34]([NH2:35])[cH:36]1>>[CH2:1]([CH3:2])[O:3][C:4]([c:5]1[cH:6][c:7]([NH:11][c:12]2[cH:13][c:14]([NH:29][c:30]3[cH:31][cH:32][cH:33][c:34]([NH2:35])[cH:36]3)[n:15][c:16]3[n:17]2[n:18][cH:19][c:20]3[CH2:21][CH2:22][CH2:23][CH2:24][C:25]#[N:26])[cH:8][cH:9][cH:10]1)=[O:28]. Starting materials: SCCS, CCCN(C)C(=O)c1cc(C(=O)OC)cc(C(=O)c2ccco2)c1, ClCCl. The product is CCCN(C)C(=O)c1cc(C(=O)OC)cc(C2(c3ccco3)SCCS2)c1. RXN SMILES: [CH2:25]([CH2:26][SH:27])[SH:28].[CH3:1][O:2][C:3]([c:4]1[cH:5][c:6]([C:7](=[O:8])[N:9]([CH2:10][CH2:11][CH3:12])[CH3:13])[cH:14][c:15]([C:17](=[O:18])[c:19]2[o:20][cH:21][cH:22][cH:23]2)[cH:16]1)=[O:24].[Cl:29][CH2:30][Cl:31]>>[CH3:1][O:2][C:3]([c:4]1[cH:5][c:6]([C:7](=[O:8])[N:9]([CH2:10][CH2:11][CH3:12])[CH3:13])[cH:14][c:15]([C:17]2([c:19]3[o:20][cH:21][cH:22][cH:23]3)[S:27][CH2:26][CH2:25][S:28]2)[cH:16]1)=[O:24]. Starting materials: O (water), FC=1C=CC(=C(NC)C1)[N+](=O)[O-] (5-fluoro-N-methyl-2-nitroaniline), COC1=NC=CC(=C1)O (2-Methoxypyridin-4-ol), C([O-])([O-])=O.[Cs+].[Cs+] (cesium carbonate). Run in CN(C)C=O (DMF). Yields the product COC1=NC=CC(=C1)OC=1C=CC(=C(NC)C1)[N+](=O)[O-] (5-[(2-Methoxypyridin-4-yl)oxy]-N-methyl-2-nitroaniline). Isolated yield 66.0%. As a reaction SMILES: F[C:2]1[CH:3]=[CH:4][C:5]([N+:10]([O-:12])=[O:11])=[C:6]([CH:9]=1)[NH:7][CH3:8].[CH3:13][O:14][C:15]1[CH:20]=[C:19]([OH:21])[CH:18]=[CH:17][N:16]=1.C(=O)([O-])[O-].[Cs+].[Cs+].O>CN(C=O)C>[CH3:13][O:14][C:15]1[CH:20]=[C:19]([O:21][C:2]2[CH:3]=[CH:4][C:5]([N+:10]([O-:12])=[O:11])=[C:6]([CH:9]=2)[NH:7][CH3:8])[CH:18]=[CH:17][N:16]=1 |f:2.3.4|. Procedure details: A solution of 5-fluoro-N-methyl-2-nitroaniline (US2003-675927, 3.30 g, 19.4 mmol), 2-methoxypyridin-4-ol (2.70 g, 21.6 mmol) produced in Example (16b) and cesium carbonate (10.6 g, 32.4 mmol) in DMF (20 mL) was stirred at 80° C. for two hours. After leaving to cool, water (100 mL) was added to the reaction mixture, followed by extraction with ethyl acetate (100 mL). The organic layer was washed with water (100 mL) twice and dried over anhydrous sodium sulfate. After concentration under reduced p... Reactants: O=C([O-])O, ClCCCl, O=C(O)C1CCC(F)(F)CC1, [Na+], Nc1ccc2c(c1)c(-c1nc3ccc(N4CCOCC4)cc3[nH]1)nn2C1CCCCO1, CN(C)C=O, On1nnc2ccccc21. Yields the product O=C(Nc1ccc2c(c1)c(-c1nc3cc(N4CCOCC4)ccc3[nH]1)nn2C1CCCCO1)C1CCC(F)(F)CC1. RXN SMILES: [C:26](=[O:27])([OH:28])[O-:29].[CH2:22]([Cl:23])[CH2:24][Cl:25].[F:1][C:2]1([F:11])[CH2:3][CH2:4][CH:5]([C:8](=[O:9])[OH:10])[CH2:6][CH2:7]1.[Na+:30].[O:31]1[CH2:32][CH2:33][N:34]([c:37]2[cH:38][cH:39][c:40]3[c:41]([nH:42][c:43](-[c:45]4[n:46][n:47]([CH:55]5[O:56][CH2:57][CH2:58][CH2:59][CH2:60]5)[c:48]5[cH:49][cH:50][c:51]([NH2:54])[cH:52][c:53]45)[n:44]3)[cH:61]2)[CH2:35][CH2:36]1.[O:62]=[CH:63][N:64]([CH3:65])[CH3:66].[OH:12][n:13]1[c:14]2[c:15]([cH:16][cH:17][cH:18][cH:19]2)[n:20][n:21]1>>[F:1][C:2]1([F:11])[CH2:3][CH2:4][CH:5]([C:8](=[O:10])[NH:54][c:51]2[cH:50][cH:49][c:48]3[n:47]([CH:55]4[O:56][CH2:57][CH2:58][CH2:59][CH2:60]4)[n:46][c:45](-[c:43]4[n:42][c:41]5[c:40]([cH:39][cH:38][c:37]([N:34]6[CH2:33][CH2:32][O:31][CH2:36][CH2:35]6)[cH:61]5)[nH:44]4)[c:53]3[cH:52]2)[CH2:6][CH2:7]1. The reactants are BrC=1C(=CC2=C(C(=C(O2)C2CC2)C(=O)OCC)C1)[N+](=O)[O-] (ethyl 5-bromo-2-cyclopropyl-6-nitrobenzofuran-3-carboxylate), [NH4+].[Cl-] (NH4Cl). The reagents and catalysts are [Fe] (iron). Solvent: CO.C1CCOC1.O (MeOH THF H2O). The product is NC1=CC2=C(C(=C(O2)C2CC2)C(=O)OCC)C=C1Br (ethyl 6-amino-5-bromo-2-cyclopropylbenzofuran-3-carboxylate). Isolated yield 86.4%. As a reaction SMILES: [Br:1][C:2]1[C:3]([N+:19]([O-])=O)=[CH:4][C:5]2[O:9][C:8]([CH:10]3[CH2:12][CH2:11]3)=[C:7]([C:13]([O:15][CH2:16][CH3:17])=[O:14])[C:6]=2[CH:18]=1.[NH4+].[Cl-]>CO.C1COCC1.O.[Fe]>[NH2:19][C:3]1[C:2]([Br:1])=[CH:18][C:6]2[C:7]([C:13]([O:15][CH2:16][CH3:17])=[O:14])=[C:8]([CH:10]3[CH2:12][CH2:11]3)[O:9][C:5]=2[CH:4]=1 |f:1.2,3.4.5|. Reported procedure: A mixture of crude compound ethyl 5-bromo-2-cyclopropyl-6-nitrobenzofuran-3-carboxylate (8.5 g, 25 mmol), iron filings (4.1 g, 75 mmol) and NH4Cl (8 g, 150 mmol) in MeOH-THF—H2O (2:2:1, 100 mL) were stirred at reflux for 3 hours. After being filtered and concentrated in vacuum, the residue was purified by column chromatography (eluted with PE:EA from 20:1 to 10:1) to furnish the pure product of ethyl 6-amino-5-bromo-2-cyclopropylbenzofuran-3-carboxylate (7.00 g, yield: 91%). 1H-NMR (400 MHz, CDC... Reactants: CO, CCC(CCO)(c1ccc(Cl)cc1)c1c[nH]c2c(CSC)cccc12, ClCCl, O=C(OO)c1cccc(Cl)c1. Product: CCC(CCO)(c1ccc(Cl)cc1)c1c[nH]c2c(CS(C)=O)cccc12. RXN SMILES: [CH3:40][OH:41].[Cl:1][c:2]1[cH:3][cH:4][c:5]([C:8]([CH2:9][CH2:10][OH:11])([CH2:12][CH3:13])[c:14]2[cH:15][nH:16][c:17]3[c:18]([CH2:23][S:24][CH3:25])[cH:19][cH:20][cH:21][c:22]23)[cH:6][cH:7]1.[Cl:26][CH2:27][Cl:28].[OH:29][O:30][C:31]([c:32]1[cH:33][c:34]([Cl:35])[cH:36][cH:37][cH:38]1)=[O:39]>>[Cl:1][c:2]1[cH:3][cH:4][c:5]([C:8]([CH2:9][CH2:10][OH:11])([CH2:12][CH3:13])[c:14]2[cH:15][nH:16][c:17]3[c:18]([CH2:23][S:24]([CH3:25])=[O:29])[cH:19][cH:20][cH:21][c:22]23)[cH:6][cH:7]1. Reactants: ice water, C(=O)C1=CC=C(C(=O)O)C=C1 (4-formylbenzoic acid), C(C1=CC=CC=C1)Br (benzyl bromide), C([O-])([O-])=O.[K+].[K+] (potassium carbonate). Solvent: CN(C=O)C (dimethylformamide). Run at time 4 hour. The product is C(=O)C1=CC=C(C(=O)OCC2=CC=CC=C2)C=C1 (Benzyl 4-formylbenzoate). Isolated yield 104.7%. As a reaction SMILES: [CH:1]([C:3]1[CH:11]=[CH:10][C:6]([C:7]([OH:9])=[O:8])=[CH:5][CH:4]=1)=[O:2].C(=O)([O-])[O-].[K+].[K+].[CH2:18](Br)[C:19]1[CH:24]=[CH:23][CH:22]=[CH:21][CH:20]=1>CN(C)C=O>[CH:1]([C:3]1[CH:11]=[CH:10][C:6]([C:7]([O:9][CH2:18][C:19]2[CH:24]=[CH:23][CH:22]=[CH:21][CH:20]=2)=[O:8])=[CH:5][CH:4]=1)=[O:2] |f:1.2.3|. Procedure details: 304 g (2 mol) of 4-formylbenzoic acid were dissolved in 1 l of dimethylformamide (DMF), 304 g (2.2 mol) of potassium carbonate were added and then over a period of 30 min 261 ml (2.2 mol) of benzyl bromide were added at about 40° C. (exothermic reaction). The mixture was stirred for further 4 h at 40° C. to 45° C. Then the reaction mixture was poured into 3 l of ice-water and extracted for times with 1 l each of ethyl acetate. The combined organic layers were dried over sodium sulfate, filtered ... The reactants are FC1=C(C=C(C=C1)N)[N+](=O)[O-] (4-fluoro-3-nitro-phenylamine), N1=CC=CC=C1 (pyridine), ClC=1C=C(C(=O)Cl)C=C(C1)Cl (3,5-dichlorobenzoyl chloride). Solvent: ClCCl (dichloromethane). Conditions: temperature 0 celsius. Product: ClC=1C=C(C(=O)NC2=CC(=C(C=C2)F)[N+](=O)[O-])C=C(C1)Cl (3,5-Dichloro-N-(4-fluoro-3-nitro-phenyl)-benzamide). Isolated yield 88.1%. Reaction SMILES: [F:1][C:2]1[CH:7]=[CH:6][C:5]([NH2:8])=[CH:4][C:3]=1[N+:9]([O-:11])=[O:10].N1C=CC=CC=1.[Cl:18][C:19]1[CH:20]=[C:21]([CH:25]=[C:26]([Cl:28])[CH:27]=1)[C:22](Cl)=[O:23]>ClCCl>[Cl:18][C:19]1[CH:20]=[C:21]([CH:25]=[C:26]([Cl:28])[CH:27]=1)[C:22]([NH:8][C:5]1[CH:6]=[CH:7][C:2]([F:1])=[C:3]([N+:9]([O-:11])=[O:10])[CH:4]=1)=[O:23]. Procedure: To a solution of 4-fluoro-3-nitro-phenylamine (3.0 g, 20 mmol) in dichloromethane (60 mL) was added pyridine (3.2 g, 40.0 mmol). The solution was cooled to 0° C. and 3,5-dichlorobenzoyl chloride (4.0 g, 20.0 mmol) was added. The ice bath was removed and the reaction was allowed to warm to room temperature over 18 h. The reaction was poured into water and a precipitate formed. The solid was collected and washed with excess water. This solid was than dried under vacuum at 50° C. for 18h. This soli... Starting materials: FC=1C=C(N)C=C(C1)F (3,5-Difluoroaniline), C(=O)([O-])[O-].[Cs+].[Cs+] (Cs2CO3), ClC1=NC=2N(C(=C1)N(C(OCCCC)=O)C1CC1)N=CC2C=O (butyl 5-chloro-3-formylpyrazolo[1,5-a]pyrimidin-7-yl(cyclopropyl)carbamate), C=1C=CC(=CC1)P(C=2C=CC=CC2)C3=CC=C4C=CC=CC4=C3C5=C6C=CC=CC6=CC=C5P(C=7C=CC=CC7)C=8C=CC=CC8 (BINAP). The reagents and catalysts are C(C)(=O)[O-].[Pd+2].C(C)(=O)[O-] (palladium(II) acetate). The solvent is O1CCOCC1 (1,4-dioxane), CCOCC (Et2O). Conditions: time 1 hour. The product is C1(CC1)NC1=CC(=NC=2N1N=CC2C=O)NC2=CC(=CC(=C2)F)F (7-(cyclopropylamino)-5-(3,5-difluorophenylamino)pyrazolo[1,5-a]pyrimidine-3-carbaldehyde). Yield: 79.0%. As a reaction SMILES: [F:1][C:2]1[CH:3]=[C:4]([CH:6]=[C:7]([F:9])[CH:8]=1)[NH2:5].C([O-])([O-])=O.[Cs+].[Cs+].Cl[C:17]1[CH:22]=[C:21]([N:23]([CH:31]2[CH2:33][CH2:32]2)C(=O)OCCCC)[N:20]2[N:34]=[CH:35][C:36]([CH:37]=[O:38])=[C:19]2[N:18]=1.C1C=CC(P(C2C(C3C(P(C4C=CC=CC=4)C4C=CC=CC=4)=CC=C4C=3C=CC=C4)=C3C(C=CC=C3)=CC=2)C2C=CC=CC=2)=CC=1>O1CCOCC1.C([O-])(=O)C.[Pd+2].C([O-])(=O)C.CCOCC>[CH:31]1([NH:23][C:21]2[N:20]3[N:34]=[CH:35][C:36]([CH:37]=[O:38])=[C:19]3[N:18]=[C:17]([NH:5][C:4]3[CH:3]=[C:2]([F:1])[CH:8]=[C:7]([F:9])[CH:6]=3)[CH:22]=2)[CH2:32][CH2:33]1 |f:1.2.3,7.8.9|. Procedure: 3,5-Difluoroaniline (29 mg, 0.22 mmol), Cs2CO3 (67 mg, 0.21 mmol) were added to Ten-butyl 5-chloro-3-formylpyrazolo[1,5-a]pyrimidin-7-yl(cyclopropyl)carbamate (50 mg, 0.15 mmol) dissolved in 1,4-dioxane (1 mL). Racemic BINAP (6 mg, 0.06 mmol) and palladium(II) acetate (4 mg, 0.04 mmol) were then added. The mixture was sealed and irradiated at 110° C. for 20 min in the microwave. Et2O (3 mL) was added and the solution was filtered. The filtrate was concentrated in vacuo. The crude residue was dis... Starting materials: C(C)OC=1C=C(C=CC1[N+](=O)[O-])N1CCN(CC1)C(C)C (1-[3-(ethyloxy)-4-nitrophenyl]-4-(1-methylethyl)piperazine), [BH4-].[Na+] (NaBH4). Reagents/catalysts: O.O.O.O.O.O.[Ni](Cl)Cl (nickel(II) chloride hexahydrate). Solvent: CO.C1CCOC1 (MeOH THF). Reaction conditions: time 45 minute. The product is C(C)OC1=C(C=CC(=C1)N1CCN(CC1)C(C)C)N ({2-(ethyloxy)-4-[4-(1-methylethyl)-1-piperazinyl]phenyl}amine). Isolated yield 92.8%. RXN SMILES: [CH2:1]([O:3][C:4]1[CH:5]=[C:6]([N:13]2[CH2:18][CH2:17][N:16]([CH:19]([CH3:21])[CH3:20])[CH2:15][CH2:14]2)[CH:7]=[CH:8][C:9]=1[N+:10]([O-])=O)[CH3:2].[BH4-].[Na+]>O.O.O.O.O.O.[Ni](Cl)Cl.CO.C1COCC1>[CH2:1]([O:3][C:4]1[CH:5]=[C:6]([N:13]2[CH2:14][CH2:15][N:16]([CH:19]([CH3:21])[CH3:20])[CH2:17][CH2:18]2)[CH:7]=[CH:8][C:9]=1[NH2:10])[CH3:2] |f:1.2,3.4.5.6.7.8.9,10.11|. Procedure: A mixture of 1-[3-(ethyloxy)-4-nitrophenyl]-4-(1-methylethyl)piperazine (0.285 g, 0.97 mmol) and nickel(II) chloride hexahydrate (0.116 g, 0.48 mmol) was stirred in 2:1 MeOH/THF (10 mL) under N2 at rt. To this mixture was added NaBH4 (0.129 g, 3.4 mmol) in 2 equal portions over 5 min. The reaction was stirred at rt for about 45 min, then concentrated under vacuum. The residue was dissolved in DCM and poured through Celite, washing with DCM and EtOAc. The filtrate was concentrated and chromatogra...